From a dataset of the Open Reaction Database (ORD), a public repository of structured organic reaction records. describe an organic reaction: reactants, conditions, products, and yield Starting materials: CNC, COc1ccccc1NC(=O)c1ccc(CCl)cc1, C1COCCO1. Yields the product COc1ccccc1NC(=O)c1ccc(CN(C)C)cc1. RXN SMILES: [CH3:20][NH:21][CH3:22].[Cl:1][CH2:2][c:3]1[cH:4][cH:5][c:6]([C:7](=[O:8])[NH:9][c:10]2[c:11]([O:16][CH3:17])[cH:12][cH:13][cH:14][cH:15]2)[cH:18][cH:19]1.[O:23]1[CH2:24][CH2:25][O:26][CH2:27][CH2:28]1>>[CH2:2]([c:3]1[cH:4][cH:5][c:6]([C:7](=[O:8])[NH:9][c:10]2[c:11]([O:16][CH3:17])[cH:12][cH:13][cH:14][cH:15]2)[cH:18][cH:19]1)[N:21]([CH3:20])[CH3:22]. The reactants are N#Cc1cc(Br)ccc1C=O, CC(=O)O[BH-](OC(C)=O)OC(C)=O, C1COCCN1, CC(=O)O, CC(Cl)Cl, ClCCl, [Na+]. The product is N#Cc1cc(Br)ccc1CN1CCOCC1. As a reaction SMILES: [Br:1][c:2]1[cH:3][cH:4][c:5]([CH:10]=[O:11])[c:6]([C:7]#[N:8])[cH:9]1.[C:22]([O:23][BH-:24]([O:25][C:26](=[O:27])[CH3:28])[O:29][C:30](=[O:31])[CH3:32])(=[O:33])[CH3:34].[CH2:12]1[CH2:13][O:14][CH2:15][CH2:16][NH:17]1.[CH3:18][C:19](=[O:20])[OH:21].[Cl:36][CH:37]([Cl:38])[CH3:39].[Cl:40][CH2:41][Cl:42].[Na+:35]>>[Br:1][c:2]1[cH:3][cH:4][c:5]([CH2:10][N:17]2[CH2:12][CH2:13][O:14][CH2:15][CH2:16]2)[c:6]([C:7]#[N:8])[cH:9]1.